Dataset: the Open Reaction Database (ORD), a public repository of structured organic reaction records. Task: describe an organic reaction: reactants, conditions, products, and yield Starting materials: FC1=C(C=C(C=C1)F)NC(C(C)(C)N1CSC(C1=O)C1=CC=CC=C1)=O (N-(2,5-difluorophenyl)-2-(5-phenylthiazolidin-4-on-3-yl)isobutyramide), ClC1=CC(=CC=C1)C(=O)OO (m-chloroperbenzoic acid), S(=S)(=O)([O-])[O-].[Na+].[Na+] (sodium thiosulfate). Run in ClCCl (dichloromethane), C(Cl)(Cl)Cl (chloroform). Run at time 30 minute. Product: FC1=C(C=C(C=C1)F)NC(C(C)(C)N1CS(C(C1=O)C1=CC=CC=C1)(=O)=O)=O (N-(2,5-difluorophenyl)-2-(1,1-dioxo-5-phenylthiazolidin-4-on-3-yl)isobutyramide). Reaction SMILES: [F:1][C:2]1[CH:7]=[CH:6][C:5]([F:8])=[CH:4][C:3]=1[NH:9][C:10](=[O:26])[C:11]([N:14]1[C:18](=[O:19])[CH:17]([C:20]2[CH:25]=[CH:24][CH:23]=[CH:22][CH:21]=2)S[CH2:15]1)([CH3:13])[CH3:12].ClC1C=CC=C(C(OO)=O)C=1.[S:38]([O-:42])([O-])(=[O:40])=S.[Na+].[Na+]>ClCCl.C(Cl)(Cl)Cl>[F:1][C:2]1[CH:7]=[CH:6][C:5]([F:8])=[CH:4][C:3]=1[NH:9][C:10](=[O:26])[C:11]([N:14]1[C:18](=[O:19])[CH:17]([C:20]2[CH:21]=[CH:22][CH:23]=[CH:24][CH:25]=2)[S:38](=[O:42])(=[O:40])[CH2:15]1)([CH3:12])[CH3:13] |f:2.3.4|. Procedure details: To a solution of N-(2,5-difluorophenyl)-2-(5-phenylthiazolidin-4-on-3-yl)isobutyramide (1.3 g) prepared according to Example 13 in dichloromethane (25 mL) was added portionwise 70% m-chloroperbenzoic acid (1 g) under ice-cooling, and the mixture was stirred for 30 minutes at room temperature. After adding a small amount of sodium thiosulfate, the mixture was diluted with chloroform and washed with a saturated sodium hydrogencarbonate aqueous solution. After distilling off the solvent under reduc... Yields the product CCOC(=O)C1CC(=O)CC(CC)N1S(=O)(=O)c1ccc(Cl)cc1. As a reaction SMILES: [Br-:1].[CH2:27]1[O:28][CH2:29][CH2:30][CH2:31]1.[CH2:2]([CH3:3])[Mg+:4].[Cl:5][c:6]1[cH:7][cH:8][c:9]([S:12](=[O:13])(=[O:14])[N:15]2[CH:16]([C:22](=[O:23])[O:24][CH2:25][CH3:26])[CH2:17][C:18](=[O:21])[CH:19]=[CH:20]2)[cH:10][cH:11]1>>[CH2:2]([CH3:3])[CH:20]1[N:15]([S:12]([c:9]2[cH:8][cH:7][c:6]([Cl:5])[cH:11][cH:10]2)(=[O:13])=[O:14])[CH:16]([C:22](=[O:23])[O:24][CH2:25][CH3:26])[CH2:17][C:18](=[O:21])[CH2:19]1. The reactants are [Br-], C1CCOC1, CC[Mg+], CCOC(=O)C1CC(=O)C=CN1S(=O)(=O)c1ccc(Cl)cc1.